This data is from the Open Reaction Database (ORD), a public repository of structured organic reaction records. The task is: describe an organic reaction: reactants, conditions, products, and yield The reactants are Br[Mg]c1ccccc1, C1CCOC1, CON(C)C(=O)c1cc(Br)cnc1N, CCOC(C)=O, Cl, O=C(O)CC(O)(CC(=O)O)C(=O)O. Product: Nc1ncc(Br)cc1C(=O)c1ccccc1. Reaction SMILES: [Br:16][Mg:17][c:18]1[cH:19][cH:20][cH:21][cH:22][cH:23]1.[CH2:43]1[O:44][CH2:45][CH2:46][CH2:47]1.[CH3:2][O:3][N:4]([C:5]([c:6]1[c:7]([NH2:13])[n:8][cH:9][c:10]([Br:12])[cH:11]1)=[O:14])[CH3:15].[CH3:37][CH2:38][O:39][C:40](=[O:41])[CH3:42].[ClH:1].[OH:24][C:25]([CH2:26][C:27]([C:28](=[O:29])[OH:30])([CH2:31][C:32](=[O:33])[OH:34])[OH:35])=[O:36]>>[C:5]([c:6]1[c:7]([NH2:13])[n:8][cH:9][c:10]([Br:12])[cH:11]1)(=[O:14])[c:18]1[cH:19][cH:20][cH:21][cH:22][cH:23]1.